Dataset: the Open Reaction Database (ORD), a public repository of structured organic reaction records. Task: describe an organic reaction: reactants, conditions, products, and yield The reactants are BrC1=CC(=NC=C1)N (4-bromo-2-aminopyridine), N1=CC=CC=C1 (pyridine), O (Water), C(CC)(=O)Cl (Propionyl chloride). Run in ClCCl (dichloromethane). Conditions: time 20 minute. Product: BrC1=CC(=NC=C1)NC(CC)=O (N-(4-bromopyridin-2-yl)propanamide). Isolated yield 84.3%. RXN SMILES: [Br:1][C:2]1[CH:7]=[CH:6][N:5]=[C:4]([NH2:8])[CH:3]=1.N1C=CC=CC=1.[C:15](Cl)(=[O:18])[CH2:16][CH3:17].O>ClCCl>[Br:1][C:2]1[CH:7]=[CH:6][N:5]=[C:4]([NH:8][C:15](=[O:18])[CH2:16][CH3:17])[CH:3]=1. Procedure: To a solution of 4-bromo-2-aminopyridine (580 mmol) in 1.5 L dichloromethane was added pyridine (1.16 mol). The mixture was stirred for 20 min. Propionyl chloride (669 mmol) was added dropwise. The reaction mixture was stirred at room temperature for 5 h. Water was added and the reaction mixture was extracted with dichloromethane. The combined organic layer was washed with brine, dried and concentrated. The residue was recrystallized from hexane/ethyl acetate (6:1) to afford 112 g of N-(4-bromop... Starting materials: O=C(NCCCCN1CCc2ccc(Br)cc2C1)c1ccc(-c2ccccc2)cc1, CN1CCCC1=O, N#C[Cu], N. The product is N#Cc1ccc2c(c1)CN(CCCCNC(=O)c1ccc(-c3ccccc3)cc1)CC2. As a reaction SMILES: [Br:1][c:2]1[cH:3][cH:4][c:5]2[c:10]([cH:11]1)[CH2:9][N:8]([CH2:12][CH2:13][CH2:14][CH2:15][NH:16][C:17]([c:18]1[cH:19][cH:20][c:21](-[c:24]3[cH:25][cH:26][cH:27][cH:28][cH:29]3)[cH:22][cH:23]1)=[O:30])[CH2:7][CH2:6]2.[CH3:35][N:36]1[CH2:37][CH2:38][CH2:39][C:40]1=[O:41].[Cu:31][C:32]#[N:33].[NH3:34]>>[c:2]1([C:32]#[N:33])[cH:3][cH:4][c:5]2[c:10]([cH:11]1)[CH2:9][N:8]([CH2:12][CH2:13][CH2:14][CH2:15][NH:16][C:17]([c:18]1[cH:19][cH:20][c:21](-[c:24]3[cH:25][cH:26][cH:27][cH:28][cH:29]3)[cH:22][cH:23]1)=[O:30])[CH2:7][CH2:6]2. Starting materials: Br, CCOCCn1c(N2CCCNCC2)nc2ccccc21, CCOCC, CO, Cl, [Na+], C1COCCO1, [OH-], O. Product: Cl, OCCn1c(N2CCCNCC2)nc2ccccc21. Reaction SMILES: [BrH:22].[CH2:1]([CH3:2])[O:3][CH2:4][CH2:5][n:6]1[c:7]([N:15]2[CH2:16][CH2:17][NH:18][CH2:19][CH2:20][CH2:21]2)[n:8][c:9]2[c:10]1[cH:11][cH:12][cH:13][cH:14]2.[CH3:33][CH2:34][O:35][CH2:36][CH3:37].[CH3:38][OH:39].[ClH:25].[Na+:24].[O:27]1[CH2:28][CH2:29][O:30][CH2:31][CH2:32]1.[OH-:23].[OH2:26]>>[ClH:25].[OH:3][CH2:4][CH2:5][n:6]1[c:7]([N:15]2[CH2:16][CH2:17][NH:18][CH2:19][CH2:20][CH2:21]2)[n:8][c:9]2[c:10]1[cH:11][cH:12][cH:13][cH:14]2. Starting materials: CC(=O)O, CN(C)C=O, O=C(Nc1nc2c(C(=O)Nc3ncc[nH]3)cc([N+](=O)[O-])cc2[nH]1)c1cc2ccccc2cn1. Yields the product Nc1cc(C(=O)Nc2ncc[nH]2)c2nc(NC(=O)c3cc4ccccc4cn3)[nH]c2c1. As a reaction SMILES: [CH3:39][C:40](=[O:41])[OH:42].[O:34]=[CH:35][N:36]([CH3:37])[CH3:38].[nH:1]1[c:2]([NH:6][C:7](=[O:8])[c:9]2[cH:10][c:11]([N+:31]([O-:32])=[O:33])[cH:12][c:13]3[nH:14][c:15]([NH:18][C:19](=[O:20])[c:21]4[n:22][cH:23][c:24]5[cH:25][cH:26][cH:27][cH:28][c:29]5[cH:30]4)[n:16][c:17]23)[n:3][cH:4][cH:5]1>>[n:1]1[c:2]([NH:6][C:7](=[O:8])[c:9]2[cH:10][c:11]([NH2:31])[cH:12][c:13]3[nH:14][c:15]([NH:18][C:19](=[O:20])[c:21]4[n:22][cH:23][c:24]5[cH:25][cH:26][cH:27][cH:28][c:29]5[cH:30]4)[n:16][c:17]23)[nH:3][cH:4][cH:5]1. Starting materials: CC(=O)O, Cc1c(N)ccc2c1C(=O)NS2(=O)=O, Cl, [I-], [K+], O=N[O-], [Na+], O. The product is Cc1c(I)ccc2c1C(=O)NS2(=O)=O. As a reaction SMILES: [CH3:23][C:24](=[O:25])[OH:26].[CH3:2][c:3]1[c:4]2[c:10]([cH:11][cH:12][c:13]1[NH2:14])[S:7](=[O:8])(=[O:9])[NH:6][C:5]2=[O:15].[ClH:1].[I-:21].[K+:20].[N:16]([O-:17])=[O:18].[Na+:19].[OH2:22]>>[CH3:2][c:3]1[c:4]2[c:10]([cH:11][cH:12][c:13]1[I:21])[S:7](=[O:8])(=[O:9])[NH:6][C:5]2=[O:15]. Starting materials: O(C1=CC=CC=C1)CC1OC1 (phenoxymethyloxirane), [N-]=[N+]=[N-].[Na+] (sodium azide), C(=O)OC (methyl formate), CO (methanol). Solvent: O (water). The product is O(C1=CC=CC=C1)CC(CN=[N+]=[N-])O (3-Phenoxy-2-hydroxypropylazide). Isolated yield 101.0%. RXN SMILES: [O:1]([CH2:8][CH:9]1[CH2:11][O:10]1)[C:2]1[CH:7]=[CH:6][CH:5]=[CH:4][CH:3]=1.[N-:12]=[N+:13]=[N-:14].[Na+].C(OC)=O.CO>O>[O:1]([CH2:8][CH:9]([OH:10])[CH2:11][N:12]=[N+:13]=[N-:14])[C:2]1[CH:7]=[CH:6][CH:5]=[CH:4][CH:3]=1 |f:1.2|. Procedure details: A procedure similar to that described in preparation 12 was repeated, except that 1.00 g of phenoxymethyloxirane, 1.94 g of sodium azide, 10 ml of methyl formate and 45 ml of an 8:1 by volume mixture of methanol and water were used, to give 1.30 g of the title compound as a pale yellow oil having an Rf value of 0.26 (on silica gel thin layer chromatography, using a 1:4 by volume mixture of ethyl acetate and hexane as the developing solvent).